Dataset: the Open Reaction Database (ORD), a public repository of structured organic reaction records. Task: describe an organic reaction: reactants, conditions, products, and yield The reactants are ClCCl, O=S(=O)([O-])c1cc(C(F)(F)F)cc(C(F)(F)F)[n+]1F, OC(F)(C(F)F)C(F)(F)F, O=C(N1CCc2cccc(O)c2CC1)C(F)(F)F. The product is O=C(N1CCc2ccc(F)c(O)c2CC1)C(F)(F)F. Reaction SMILES: [Cl:48][CH2:49][Cl:50].[F:1][n+:2]1[c:3]([C:4]([F:5])([F:6])[F:7])[cH:8][c:9]([C:10]([F:11])([F:12])[F:13])[cH:14][c:15]1[S:16]([O-:17])(=[O:18])=[O:19].[F:38][CH:39]([F:40])[C:41]([F:42])([OH:43])[C:44]([F:45])([F:46])[F:47].[OH:20][c:21]1[cH:22][cH:23][cH:24][c:25]2[c:31]1[CH2:30][CH2:29][N:28]([C:32]([C:33]([F:34])([F:35])[F:36])=[O:37])[CH2:27][CH2:26]2>>[F:1][c:22]1[c:21]([OH:20])[c:31]2[c:25]([cH:24][cH:23]1)[CH2:26][CH2:27][N:28]([C:32]([C:33]([F:34])([F:35])[F:36])=[O:37])[CH2:29][CH2:30]2. Reactants: C=CCC1(O)CC(C)C1, CCN(C(C)C)C(C)C, ClCCl, O, CC(C)(C)[Si](C)(C)OS(=O)(=O)C(F)(F)F. Yields the product C=CCC1(O[Si](C)(C)C(C)(C)C)CC(C)C1. RXN SMILES: [CH2:1]([CH:2]=[CH2:3])[C:4]1([OH:9])[CH2:5][CH:6]([CH3:8])[CH2:7]1.[CH:10]([N:11]([CH2:12][CH3:13])[CH:14]([CH3:15])[CH3:16])([CH3:17])[CH3:18].[Cl:35][CH2:36][Cl:37].[OH2:34].[S:19]([O:20][Si:27]([CH3:28])([CH3:29])[C:30]([CH3:31])([CH3:32])[CH3:33])([C:21]([F:22])([F:23])[F:24])(=[O:25])=[O:26]>>[CH2:1]([CH:2]=[CH2:3])[C:4]1([O:9][Si:27]([CH3:28])([CH3:29])[C:30]([CH3:31])([CH3:32])[CH3:33])[CH2:5][CH:6]([CH3:8])[CH2:7]1. The reactants are CC(C)(C)OC(=O)N(C(=O)OC(C)(C)C)C1=NC2(c3cc(N=[N+]=[N-])cs3)COCCC2CS1, CO, O=C[O-], [NH4+], [Zn]. Yields the product CC(C)(C)OC(=O)N(C(=O)OC(C)(C)C)C1=NC2(c3cc(N)cs3)COCCC2CS1. As a reaction SMILES: [C:5]([CH3:6])([CH3:7])([CH3:8])[O:9][C:10](=[O:11])[N:12]([C:13](=[O:14])[O:15][C:16]([CH3:17])([CH3:18])[CH3:19])[C:20]1=[N:21][C:22]2([c:30]3[s:31][cH:32][c:33]([N:35]=[N+:36]=[N-:37])[cH:34]3)[CH2:23][O:24][CH2:25][CH2:26][CH:27]2[CH2:28][S:29]1.[CH3:38][OH:39].[CH:1]([O-:2])=[O:3].[NH4+:4].[Zn:40]>>[C:5]([CH3:6])([CH3:7])([CH3:8])[O:9][C:10](=[O:11])[N:12]([C:13](=[O:14])[O:15][C:16]([CH3:17])([CH3:18])[CH3:19])[C:20]1=[N:21][C:22]2([c:30]3[s:31][cH:32][c:33]([NH2:35])[cH:34]3)[CH2:23][O:24][CH2:25][CH2:26][CH:27]2[CH2:28][S:29]1. Reactants: intermediate ( xi ), C(C)(C)(C)OC(=O)N1C[C@H](CC1)N1[C@H](CCC1)C ((2S,3′S)-2-methyl-[1,3′]bipyrrolidinyl-1′-carboxylic acid tert-butyl ester), C(C)(C)(C)OC(=O)N1C[C@H](CC1)OS(=O)(=O)C1=CC=C(C=C1)C (3-(3S)-(toluene-4-sulfonyloxy)-pyrrolidine-1-carboxylic acid tert-butyl ester), R-(−)-2-methylpyrrolidine. Product: C(C)(C)(C)OC(=O)N1C[C@@H](CC1)N1[C@@H](CCC1)C ((2R,3′R)-2-Methyl-[1,3′]bipyrrolidinyl-1′-carboxylic acid tert-butyl ester). Reaction SMILES: [C:1]([O:5][C:6]([N:8]1[CH2:12][CH2:11][C@H:10]([N:13]2[CH2:17][CH2:16][CH2:15][C@@H:14]2[CH3:18])[CH2:9]1)=[O:7])([CH3:4])([CH3:3])[CH3:2].C(OC(N1CC[C@H](OS(C2C=CC(C)=CC=2)(=O)=O)C1)=O)(C)(C)C>>[C:1]([O:5][C:6]([N:8]1[CH2:12][CH2:11][C@@H:10]([N:13]2[CH2:17][CH2:16][CH2:15][C@H:14]2[CH3:18])[CH2:9]1)=[O:7])([CH3:4])([CH3:2])[CH3:3]. Reported procedure: The title compound was prepared in a manner substantially the same as intermediate (xi), (2S,3′S)-2-methyl-[1,3′]bipyrrolidinyl-1′-carboxylic acid tert-butyl ester, by condensing 3-(3S)-(toluene-4-sulfonyloxy)-pyrrolidine-1-carboxylic acid tert-butyl ester and R-(−)-2-methylpyrrolidine (obtained from Advanced Asymmetrics). Reactants: ClC1=C(C=C(C(=C1)F)F)CO ((2-chloro-4,5-difluoro-phenyl)-methanol), CC(=O)OI1(C=2C=CC=CC2C(=O)O1)(OC(=O)C)OC(=O)C (Dess-Martin periodinane), C([O-])([O-])=O.[K+].[K+] (potassium carbonate). Solvent: ClCCl (dichloromethane). Reaction conditions: time 10 minute. Product: ClC1=C(C=O)C=C(C(=C1)F)F (2-chloro-4,5-difluoro-benzaldehyde). Reaction SMILES: [Cl:1][C:2]1[CH:7]=[C:6]([F:8])[C:5]([F:9])=[CH:4][C:3]=1[CH2:10][OH:11].CC(OI1(OC(C)=O)(OC(C)=O)OC(=O)C2C=CC=CC1=2)=O.C(=O)([O-])[O-].[K+].[K+]>ClCCl>[Cl:1][C:2]1[CH:7]=[C:6]([F:8])[C:5]([F:9])=[CH:4][C:3]=1[CH:10]=[O:11] |f:2.3.4|. Procedure: To (2-chloro-4,5-difluoro-phenyl)-methanol (120, 2.40 g, 0.0134 mol) in dichloromethane (40.0 mL) was added Dess-Martin periodinane (6.84 g, 0.0161 mol). The reaction was stirred at room temperature for 10 minutes. The reaction was poured into aqueous potassium carbonate and extracted with ethyl acetate. The organic layer was dried over anhydrous sodium sulfate and filtered. The filtrate was concentrated and purified by silica gel column chromatography eluting with 30% ethyl acetate in hexane to... Starting materials: C(CCC(=O)[O-])(=O)[O-].[Na+].[Na+] (sodium succinate), C(C)(C)(C)N=NC(C)(CC(C)C)Cl (2-t-butylazo-2-chloro-4-methylpentane). Solvent: CN(C=O)C (dimethylformamide). Run at time 3 hour. Product: C(CCC(=O)OC(CC(C)C)(C)N=NC(C)(C)C)(=O)OC(CC(C)C)(C)N=NC(C)(C)C (Di(1-t-butylazo-1,3-dimethylbutyl) Succinate). Yield: 59.7%. Reaction SMILES: [C:1]([O-:8])(=[O:7])[CH2:2][CH2:3][C:4]([O-:6])=[O:5].[Na+].[Na+].[C:11]([N:15]=[N:16][C:17](Cl)([CH2:19][CH:20]([CH3:22])[CH3:21])[CH3:18])([CH3:14])([CH3:13])[CH3:12]>CN(C)C=O>[C:1]([O:8][C:17]([N:16]=[N:15][C:11]([CH3:14])([CH3:13])[CH3:12])([CH3:18])[CH2:19][CH:20]([CH3:21])[CH3:22])(=[O:7])[CH2:2][CH2:3][C:4]([O:6][C:17]([N:16]=[N:15][C:11]([CH3:14])([CH3:13])[CH3:12])([CH3:18])[CH2:19][CH:20]([CH3:22])[CH3:21])=[O:5] |f:0.1.2|. Reported procedure: To a slurry of 5.97 grams (.0221 moles) of sodium succinate in 75 mls. of dimethylformamide in a 200 beaker, warmed to 35°C in a water bath, was added 9.0 grams (.0442 moles) of 2-t-butylazo-2-chloro-4-methylpentane dropwise. After the addition was complete, the reaction was stirred for 3 hours at room temperature, poured into 200 ml. of cold water and extracted with pentane. The pentane solution was washed with water, dried over anhydrous Na2SO4, filtered, stirred over alumina, filtered and the... Reactants: Br (hydrogen bromide), Br (hydrogen bromide), resultant solution, BrBr (bromine), CON=C(C(=O)O)C(C)=O (2-methoxyimino-3-oxobutyric acid). The solvent is C(C)(=O)O (acetic acid), C(Cl)Cl (methylene chloride), C(Cl)Cl (methylene chloride). Run at time 30 minute. Yields the product BrCC(C(C(=O)O)=NOC)=O (4-bromo-2-methoxyimino-3-oxobutyric acid). Reaction SMILES: [CH3:1][O:2][N:3]=[C:4]([C:8](=[O:10])[CH3:9])[C:5]([OH:7])=[O:6].[BrH:11].BrBr>C(Cl)Cl.C(O)(=O)C>[Br:11][CH2:9][C:8](=[O:10])[C:4](=[N:3][O:2][CH3:1])[C:5]([OH:7])=[O:6]. Procedure details: In 3 liters of methylene chloride was dissolved 460 g of the 2-methoxyimino-3-oxobutyric acid obtained by the procedure of Example 1. To the solution was added 46 ml of a 25% hydrogen bromide solution in acetic acid. To the resultant solution was added dropwise over 2 hours at 7° to 15° C. a solution of 372 g of bromine in 372 ml of methylene chloride. Nitrogen was then blown into the mixture violently at 7° to 8° C. for 30 minutes so as to eliminate the byproduct hydrogen bromide. Silica gel (K... Reactants: CON(C(=O)[C@H]1CN(C(C1)=O)[C@H](C)C1=CC=C(C=C1)OC)C ((R)-N-methoxy-1-((R)-1-(4-methoxyphenyl)ethyl)-N-methyl-5-oxopyrrolidine-3-carboxamide), C[Mg]Br (Methylmagnesium bromide). Run in C1CCOC1 (THF). Reaction conditions: temperature 0 celsius, time 1 hour. Yields the product C(C)(=O)[C@@H]1CC(N(C1)[C@H](C)C1=CC=C(C=C1)OC)=O ((R)-4-acetyl-1-((R)-1-(4-methoxyphenyl)ethyl)pyrrolidin-2-one). RXN SMILES: CON(C)[C:4]([C@@H:6]1[CH2:10][C:9](=[O:11])[N:8]([C@@H:12]([C:14]2[CH:19]=[CH:18][C:17]([O:20][CH3:21])=[CH:16][CH:15]=2)[CH3:13])[CH2:7]1)=[O:5].[CH3:23][Mg]Br>C1COCC1>[C:4]([C@H:6]1[CH2:7][N:8]([C@@H:12]([C:14]2[CH:15]=[CH:16][C:17]([O:20][CH3:21])=[CH:18][CH:19]=2)[CH3:13])[C:9](=[O:11])[CH2:10]1)(=[O:5])[CH3:23]. Procedure details: A solution of (R)-N-methoxy-1-((R)-1-(4-methoxyphenyl)ethyl)-N-methyl-5-oxopyrrolidine-3-carboxamide 1.02 (6.87 g, 22.4 mmol) in THF (70 mL) was cooled to an internal temperature of 19° C. under Ar. Methylmagnesium bromide (3 M in Et2O, 14.9 mL, 44.7 mmol) was added in portions over ca. 10 min to keep the internal temperature below 10° C. The resulting mixture was stirred for 1 h, by which time the internal temperature had reached −12° C., and was then warmed in an ice bath to 0° C. After an add... Starting materials: COC=1C=C(C=CC1)C1C(CCCC1)=CC(=O)OCC (ethyl [2-(3-methoxyphenyl)-cyclohexylidene]acetate), C1CCC2=NCCCN2CC1 (1,8-diazabicyclo[5.4.0]-7-undecene). Run in C1=CC=CC=C1 (benzene). Conditions: time 3 day. The product is COC=1C=C(C=CC1)C1=C(CCCC1)CC(=O)OCC (1-(3-methoxyphenyl)-2-(ethoxycarbonylmethyl)cyclohexene). Yield: 93.3%. Reaction SMILES: [CH3:1][O:2][C:3]1[CH:4]=[C:5]([CH:9]2[CH2:14][CH2:13][CH2:12][CH2:11][C:10]2=[CH:15][C:16]([O:18][CH2:19][CH3:20])=[O:17])[CH:6]=[CH:7][CH:8]=1.C1CCN2C(=NCCC2)CC1>C1C=CC=CC=1>[CH3:1][O:2][C:3]1[CH:4]=[C:5]([C:9]2[CH2:14][CH2:13][CH2:12][CH2:11][C:10]=2[CH2:15][C:16]([O:18][CH2:19][CH3:20])=[O:17])[CH:6]=[CH:7][CH:8]=1. Procedure: To a solution of ethyl [2-(3-methoxyphenyl)-cyclohexylidene]acetate (1.5 g) in benzene (20 ml) was added 1,8-diazabicyclo[5.4.0]-7-undecene (1 ml) and the mixture was stirred for 3 days under reflux. And then the mixture was washed with water, 1N-hydrochloric acid, saturated sodium bicarbonate aqueous solution, and brine. The dried solvent was evaporated to give 1-(3-methoxyphenyl)-2-(ethoxycarbonylmethyl)cyclohexene (1.4 g). Starting materials: BrB(Br)Br, CCNc1ccc(C#N)cc1N=C1SC(=C2Sc3ccccc3N2C)C(=O)N1Cc1cccc(OC)c1, ClCCl. Yields the product CCNc1ccc(C#N)cc1N=C1SC(=C2Sc3ccccc3N2C)C(=O)N1Cc1cccc(O)c1. Reaction SMILES: [B:38]([Br:39])([Br:40])[Br:41].[CH2:1]([CH3:2])[NH:3][c:4]1[c:5]([N:12]=[C:13]2[S:14][C:15](=[C:28]3[S:29][c:30]4[c:31]([cH:34][cH:35][cH:36][cH:37]4)[N:32]3[CH3:33])[C:16](=[O:27])[N:17]2[CH2:18][c:19]2[cH:20][c:21]([O:25][CH3:26])[cH:22][cH:23][cH:24]2)[cH:6][c:7]([C:8]#[N:9])[cH:10][cH:11]1.[Cl:42][CH2:43][Cl:44]>>[CH2:1]([CH3:2])[NH:3][c:4]1[c:5]([N:12]=[C:13]2[S:14][C:15](=[C:28]3[S:29][c:30]4[c:31]([cH:34][cH:35][cH:36][cH:37]4)[N:32]3[CH3:33])[C:16](=[O:27])[N:17]2[CH2:18][c:19]2[cH:20][c:21]([OH:25])[cH:22][cH:23][cH:24]2)[cH:6][c:7]([C:8]#[N:9])[cH:10][cH:11]1.